This data is from the Open Reaction Database (ORD), a public repository of structured organic reaction records. The task is: describe an organic reaction: reactants, conditions, products, and yield Starting materials: C(C)OC(=O)C1=C(N=C(O1)Cl)C(F)(F)F (ethyl-2-chloro-4-trifluoromethyl-5-oxazolecarboxylate), ClC=1OC(=C(N1)C(F)(F)F)C(=O)OCC (ethyl 2-chloro-4-trifluoromethyl-5-oxazolecarboxylate), C1(=CC=CC=C1)O.[Na] (sodium phenol). Solvent: CN(C)C=O (DMF), CCOCC (ether). Conditions: time 1 hour. The product is O(C1=CC=CC=C1)C=1OC(=C(N1)C(F)(F)F)C(=O)OCC (Ethyl 2-Phenoxy-4-Trifluoromethyl-5-Oxazolecarboxylate). RXN SMILES: [CH2:1]([O:3][C:4]([C:6]1[O:10][C:9](Cl)=[N:8][C:7]=1[C:12]([F:15])([F:14])[F:13])=[O:5])[CH3:2].[C:16]1([OH:22])[CH:21]=[CH:20][CH:19]=[CH:18][CH:17]=1.[Na]>CN(C=O)C.CCOCC>[O:22]([C:9]1[O:10][C:6]([C:4]([O:3][CH2:1][CH3:2])=[O:5])=[C:7]([C:12]([F:15])([F:14])[F:13])[N:8]=1)[C:16]1[CH:21]=[CH:20][CH:19]=[CH:18][CH:17]=1 |f:1.2,^1:22|. Procedure: The compound of Example 5, ethyl 2-chloro-4-trifluoromethyl-5-oxazolecarboxylate (4.87 g; 0.02 mol) was added to a mixture of sodium phenol in 100 ml DMF. The reaction was allowed to progress at ambient temperature for 1 hour. Gas chromatographic analysis, at this point, indicated the completion of the reaction. The dark brown liquid was then slurried in ether and washed 5 times with NaOH (5%) and H2O. The resulting brown liquid was dried (MgSO4) and concentrated in vacuo to yield 5.2 g of a bro...